From a dataset of the Open Reaction Database (ORD), a public repository of structured organic reaction records. describe an organic reaction: reactants, conditions, products, and yield The reactants are O\N=C(/C(=O)OCC)\C(C)=O (Ethyl (Z)-2-hydroxyimino-3-oxobutyrate), C[C@H]1[C@@H](CCCC1)O (trans-2-methylcyclohexanol). The product is C[C@@H]1[C@@H](CCCC1)O\N=C(/C(=O)OCC)\C(C)=O (Ethyl (Z)-2-(cis-2-methylcyclohexyloxyimino)-3-oxobutyrate). As a reaction SMILES: [OH:1]/[N:2]=[C:3](/[C:9](=[O:11])[CH3:10])\[C:4]([O:6][CH2:7][CH3:8])=[O:5].[CH3:12][C@@H:13]1[CH2:18][CH2:17][CH2:16][CH2:15][C@H:14]1O>>[CH3:12][C@H:13]1[CH2:18][CH2:17][CH2:16][CH2:15][C@H:14]1[O:1]/[N:2]=[C:3](/[C:9](=[O:11])[CH3:10])\[C:4]([O:6][CH2:7][CH3:8])=[O:5]. Isolated yield 8.5%. Procedure details: Ethyl (Z)-2-hydroxyimino-3-oxobutyrate (3.48 g) was reacted with trans-2-methylcyclohexanol as described in Example 4a, method 3 to give the title compound (0.476 g, 8.5%), as a colourless liquid, νmax (film) 2930, 1740 and 1690 cm-1, δH (CDCl3) 0.95 (3H, d, J 6.9 Hz), 1.34 (3H, t), 1.3-2.1 (9H, m), 2.40 (3H, s), 4.36 (2H, q), and 4.39 (1H, m). Reactants: CS(C)=O, C=CCCl, [Na+], [OH-], O, O=[N+]([O-])c1ccccc1O. Product: C=CCOc1ccccc1[N+](=O)[O-]. RXN SMILES: [CH3:17][S:18](=[O:19])[CH3:20].[Cl:13][CH2:14][CH:15]=[CH2:16].[Na+:2].[OH-:1].[OH2:21].[OH:3][c:4]1[cH:5][cH:6][cH:7][cH:8][c:9]1[N+:10]([O-:11])=[O:12]>>[O:3]([c:4]1[cH:5][cH:6][cH:7][cH:8][c:9]1[N+:10]([O-:11])=[O:12])[CH2:16][CH:15]=[CH2:14]. The reactants are N1(CCOCC1)S(=O)(=O)C1=CC=C(C(=O)O)C=C1 (4-(4-morpholinylsulfonyl)-benzoic acid), CN1CCOCC1 (NMM), N[C@@H](C(C)C)C(=O)N1[C@H](C(=O)N[C@@H](C(C)C)C(=O)C(F)(F)C(F)(F)F)CCC1 (Val-Pro-Val-C2F5). Solvent: C(Cl)Cl (CH2Cl2), C(Cl)Cl (CH2Cl2). Run at temperature -22 celsius, time 20 minute. Yields the product N1(CCOCC1)S(=O)(=O)C1=CC=C(C(=O)N[C@@H](C(C)C)C(=O)N2[C@H](C(=O)NC(C(C(C(F)(F)F)(F)F)=O)C(C)C)CCC2)C=C1 (N-[4-(4-Morpholinylsulfonyl)benzoyl]-L-valyl-N-[3,3,4,4,4-pentafluoro-1-(1-methylethyl)-2-oxobutyl]-L-prolinamide). Yield: 50.0%. RXN SMILES: [N:1]1([S:7]([C:10]2[CH:18]=[CH:17][C:13]([C:14]([OH:16])=O)=[CH:12][CH:11]=2)(=[O:9])=[O:8])[CH2:6][CH2:5][O:4][CH2:3][CH2:2]1.CN1CCOCC1.[NH2:26][C@H:27]([C:31]([N:33]1[CH2:53][CH2:52][CH2:51][C@H:34]1[C:35]([NH:37][C@H:38]([C:42]([C:44]([C:47]([F:50])([F:49])[F:48])([F:46])[F:45])=[O:43])[CH:39]([CH3:41])[CH3:40])=[O:36])=[O:32])[CH:28]([CH3:30])[CH3:29]>C(Cl)Cl>[N:1]1([S:7]([C:10]2[CH:11]=[CH:12][C:13]([C:14]([NH:26][C@H:27]([C:31]([N:33]3[CH2:53][CH2:52][CH2:51][C@H:34]3[C:35]([NH:37][CH:38]([CH:39]([CH3:40])[CH3:41])[C:42](=[O:43])[C:44]([F:45])([F:46])[C:47]([F:48])([F:49])[F:50])=[O:36])=[O:32])[CH:28]([CH3:29])[CH3:30])=[O:16])=[CH:17][CH:18]=2)(=[O:8])=[O:9])[CH2:2][CH2:3][O:4][CH2:5][CH2:6]1. Reported procedure: To a solution of the benzoic acid derivative prepared above (0.240 g, 0.885 mmol) and NMM (0.446 g, 4.43 mmol, 0.489 ml) in CH2Cl2 (8.9 ml) at -22° C. under N2 was added IBCF (0.121 g, 0.885 mmol, 0.115 ml), and the reaction stirred at -22° C. for 20 min. The HCL.Val-Pro-Val-C2F5 (0.400 g, 0.885 mmol) was added in several portions, and the reaction was stirred at -22° C. for 0.5 h, followed by 4 h at room temperature. The reaction was diluted with CH2Cl2 (30 ml) and then washed successively with... Reactants: C(C1=CC=CC=C1)OC(N[C@@H](C)C(NC1=C(C=C(C=C1)[N+](=O)[O-])C(C1=C(C=CC=C1)F)=O)=O)=O ((S)-benzyl-{1-[[2-(o-fluorobenzoyl)-4-nitrophenyl]carbamoyl]ethyl}carbamate), C(Cl)Cl (methylene chloride). Solvent: Br (hydrogen bromide), C(C)(=O)O (acetic acid). Run at time 45 minute. Yields the product FC1=C(C=CC=C1)C1=N[C@H](C(NC2=C1C=C(C=C2)[N+](=O)[O-])=O)C ((S)-5-(o-fluorophenyl)-1,3-dihydro-3-methyl-7-nitro-2H-1,4-benzodiazepin-2-one). RXN SMILES: C(OC(=O)[NH:10][C@H:11]([C:13](=[O:33])[NH:14][C:15]1[CH:20]=[CH:19][C:18]([N+:21]([O-:23])=[O:22])=[CH:17][C:16]=1[C:24](=O)[C:25]1[CH:30]=[CH:29][CH:28]=[CH:27][C:26]=1[F:31])[CH3:12])C1C=CC=CC=1.C(Cl)Cl>Br.C(O)(=O)C>[F:31][C:26]1[CH:27]=[CH:28][CH:29]=[CH:30][C:25]=1[C:24]1[C:16]2[CH:17]=[C:18]([N+:21]([O-:23])=[O:22])[CH:19]=[CH:20][C:15]=2[NH:14][C:13](=[O:33])[C@H:11]([CH3:12])[N:10]=1. Reported procedure: 110 g (0.24 M) of (S)-benzyl-{1-[[2-(o-fluorobenzoyl)-4-nitrophenyl]carbamoyl]ethyl}carbamate are dissolved in 400 ml of 30-33% hydrogen bromide solution in glacial acetic acid. 30 ml of methylene chloride are added thereto, the mixture is stirred at room temperature for 45 minutes, concentrated, treated with water and extracted 2-3 times with ether. The aqueous solution is cooled in ice, neutralised with solid sodium bicarbonate, extracted with methylene chloride, dried over sodium sulphate, fi...